describe an organic reaction: reactants, conditions, products, and yield From a dataset of the Open Reaction Database (ORD), a public repository of structured organic reaction records. Starting materials: Cl (HCl), ClC1=NC=C(C(=C1)F)C1=C(C=CC(=C1)[N+](=O)[O-])OC1=C(C=C(C=C1)F)F (2-chloro-5-[2-(2,4-difluorophenoxy)-5-nitrophenyl]-4-fluoropyridine), [OH-].[K+] (KOH), CC(C)C1=CC(=C(C(=C1)C(C)C)C2=C(C=CC=C2)P(C3CCCCC3)C4CCCCC4)C(C)C (XPhos). The reagents and catalysts are C=1C=CC(=CC1)/C=C/C(=O)/C=C/C2=CC=CC=C2.C=1C=CC(=CC1)/C=C/C(=O)/C=C/C2=CC=CC=C2.C=1C=CC(=CC1)/C=C/C(=O)/C=C/C2=CC=CC=C2.[Pd].[Pd] (Pd2(dba)3). The solvent is CCOC(=O)C (EtOAc), O1CCOCC1 (1,4-dioxane), O (water). Conditions: temperature 100 celsius, time 1 hour. The product is FC1=C(OC2=C(C=C(C=C2)[N+](=O)[O-])C=2C(=CC(=NC2)O)F)C=CC(=C1)F (5-[2-(2,4-difluorophenoxy)-5-nitrophenyl]-4-fluoropyridin-2-ol). RXN SMILES: Cl[C:2]1[CH:7]=[C:6]([F:8])[C:5]([C:9]2[CH:14]=[C:13]([N+:15]([O-:17])=[O:16])[CH:12]=[CH:11][C:10]=2[O:18][C:19]2[CH:24]=[CH:23][C:22]([F:25])=[CH:21][C:20]=2[F:26])=[CH:4][N:3]=1.[OH-:27].[K+].CC(C1C=C(C(C)C)C(C2C=CC=CC=2P(C2CCCCC2)C2CCCCC2)=C(C(C)C)C=1)C.Cl>O1CCOCC1.O.C1C=CC(/C=C/C(/C=C/C2C=CC=CC=2)=O)=CC=1.C1C=CC(/C=C/C(/C=C/C2C=CC=CC=2)=O)=CC=1.C1C=CC(/C=C/C(/C=C/C2C=CC=CC=2)=O)=CC=1.[Pd].[Pd].CCOC(C)=O>[F:26][C:20]1[CH:21]=[C:22]([F:25])[CH:23]=[CH:24][C:19]=1[O:18][C:10]1[CH:11]=[CH:12][C:13]([N+:15]([O-:17])=[O:16])=[CH:14][C:9]=1[C:5]1[C:6]([F:8])=[CH:7][C:2]([OH:27])=[N:3][CH:4]=1 |f:1.2,7.8.9.10.11|. Reported procedure: A mixture of 2-chloro-5-[2-(2,4-difluorophenoxy)-5-nitrophenyl]-4-fluoropyridine (140 mg, 0.37 mmol), KOH (62 mg, 1.11 mmol), Pd2(dba)3 (17 mg, 5%), and XPhos (18 mg, 10%) was suspended in 1,4-dioxane (1.9 mL) and water (316 μL). After purging the reaction vial with nitrogen for 5 min, the capped vial was stirred at 100° C. for 1 h. After the mixture cooled to rt, it was treated with 1N HCl (aq) (1 mL) and EtOAc (5 mL). The biphasic mixture was filtered through a short plug of celite and the cel... Reactants: C(C)OC(C(C(=O)OCC)N=C(C1=C(C=CC(=C1)Cl)O)C1=CC=CC=C1)=O ([(5-chloro-2-hydroxy-α-phenylbenzyliden)amino] malonic acid diethyl ester), C(C1=CC=CC=C1)(=O)Cl (benzoyl chloride), ice water. The solvent is N1=CC=CC=C1 (pyridine). Reaction conditions: time 1 hour. Product: C(C)OC(C(C(=O)OCC)N=C(C1=C(C=CC(=C1)Cl)OC(C1=CC=CC=C1)=O)C1=CC=CC=C1)=O ([(2-benzoyloxy-5-chloro-α-phenylbenzyliden)amino] malonic acid diethyl ester). RXN SMILES: [CH2:1]([O:3][C:4](=[O:27])[CH:5]([N:11]=[C:12]([C:21]1[CH:26]=[CH:25][CH:24]=[CH:23][CH:22]=1)[C:13]1[CH:18]=[C:17]([Cl:19])[CH:16]=[CH:15][C:14]=1[OH:20])[C:6]([O:8][CH2:9][CH3:10])=[O:7])[CH3:2].[C:28](Cl)(=[O:35])[C:29]1[CH:34]=[CH:33][CH:32]=[CH:31][CH:30]=1>N1C=CC=CC=1>[CH2:9]([O:8][C:6](=[O:7])[CH:5]([N:11]=[C:12]([C:21]1[CH:26]=[CH:25][CH:24]=[CH:23][CH:22]=1)[C:13]1[CH:18]=[C:17]([Cl:19])[CH:16]=[CH:15][C:14]=1[O:20][C:28](=[O:35])[C:29]1[CH:34]=[CH:33][CH:32]=[CH:31][CH:30]=1)[C:4]([O:3][CH2:1][CH3:2])=[O:27])[CH3:10]. Procedure details: A solution of 7.8 g. of [(5-chloro-2-hydroxy-α-phenylbenzyliden)amino] malonic acid diethyl ester in 15 ml. of pyridine is treated at 10°-15° C. with 3.5 ml. of benzoyl chloride. The mixture is stirred at room temperature for 1 hour and then poured on to 150 ml. of ice-water. The separated oil product is extracted with ehter and the organic phase washed with water, then with 2-N sodium carbonate solution and finally with water. After drying over sodium sulfate and evaporation of the solvent, the... Starting materials: CC(OCC1(c2ccc(F)cc2)CCN(C(=O)OC(C)(C)C)CC1)c1cc(Br)cc2cn(COCC[Si](C)(C)C)nc12, CCCC[Sn](CCCC)(CCCC)N(C)C, Cc1ccccc1. The product is CC(OCC1(c2ccc(F)cc2)CCN(C(=O)OC(C)(C)C)CC1)c1cc(N(C)C)cc2cn(COCC[Si](C)(C)C)nc12. Reaction SMILES: [Br:1][c:2]1[cH:3][c:4]2[cH:5][n:6]([CH2:35][O:36][CH2:37][CH2:38][Si:39]([CH3:40])([CH3:41])[CH3:42])[n:7][c:8]2[c:9]([CH:11]([CH3:12])[O:13][CH2:14][C:15]2([c:28]3[cH:29][cH:30][c:31]([F:34])[cH:32][cH:33]3)[CH2:16][CH2:17][N:18]([C:21](=[O:22])[O:23][C:24]([CH3:25])([CH3:26])[CH3:27])[CH2:19][CH2:20]2)[cH:10]1.[CH3:43][N:44]([CH3:45])[Sn:46]([CH2:47][CH2:48][CH2:49][CH3:50])([CH2:51][CH2:52][CH2:53][CH3:54])[CH2:55][CH2:56][CH2:57][CH3:58].[CH3:59][c:60]1[cH:61][cH:62][cH:63][cH:64][cH:65]1>>[c:2]1([N:44]([CH3:43])[CH3:45])[cH:3][c:4]2[cH:5][n:6]([CH2:35][O:36][CH2:37][CH2:38][Si:39]([CH3:40])([CH3:41])[CH3:42])[n:7][c:8]2[c:9]([CH:11]([CH3:12])[O:13][CH2:14][C:15]2([c:28]3[cH:29][cH:30][c:31]([F:34])[cH:32][cH:33]3)[CH2:16][CH2:17][N:18]([C:21](=[O:22])[O:23][C:24]([CH3:25])([CH3:26])[CH3:27])[CH2:19][CH2:20]2)[cH:10]1. Solvent: ClCCl (dichloromethane), ClCCl (dichloromethane). Reactants: CC/1=C(C(O\C1=C\C=1CS[C@H]2N(C1C(=O)OC(C1=CC=CC=C1)C1=CC=CC=C1)C([C@H]2NC(CC2=CC=CC=C2)=O)=O)=O)C2=CC=CC=C2 (Diphenylmethyl 3-(E-2,5-dihydro-4-methyl-2-oxo-3-phenylfuran-5-ylidenemethyl)-7β-phenylacetamidoceph-3-em-4-carboxylate), CO (methanol), O (Water), N-methylmorpholine phosphorous pentachloride. Reaction SMILES: [CH3:1][C:2]1=[C:3]([C:44]2[CH:49]=[CH:48][CH:47]=[CH:46][CH:45]=2)[C:4](=[O:43])[O:5]/[C:6]/1=[CH:7]/[C:8]1[CH2:9][S:10][C@@H:11]2[C@H:31]([NH:32]C(=O)CC3C=CC=CC=3)[C:30](=[O:42])[N:12]2[C:13]=1[C:14]([O:16][CH:17]([C:24]1[CH:29]=[CH:28][CH:27]=[CH:26][CH:25]=1)[C:18]1[CH:23]=[CH:22][CH:21]=[CH:20][CH:19]=1)=[O:15].CO.O>ClCCl>[NH2:32][C@@H:31]1[C:30](=[O:42])[N:12]2[C:13]([C:14]([O:16][CH:17]([C:18]3[CH:23]=[CH:22][CH:21]=[CH:20][CH:19]=3)[C:24]3[CH:25]=[CH:26][CH:27]=[CH:28][CH:29]=3)=[O:15])=[C:8](/[CH:7]=[C:6]3\[C:2]([CH3:1])=[C:3]([C:44]4[CH:49]=[CH:48][CH:47]=[CH:46][CH:45]=4)[C:4](=[O:43])[O:5]\3)[CH2:9][S:10][C@H:11]12. Run at temperature -20 celsius, time 30 minute. Procedure: Diphenylmethyl 3-(E-2,5-dihydro-4-methyl-2-oxo-3-phenylfuran-5-ylidenemethyl)-7β-phenylacetamidoceph-3-em-4-carboxylate (0.6 g) in dichloromethane (5 mls) under argon, was cooled to -20° C. N-methylmorpholine phosphorous pentachloride (0.253 g) in dichloromethane (6.075 mls). The solution was maintained at -20° C. for 30-40mins. I.r. analysis showed no starting material present Dry methanol (5 mls) was added rapidly, in one portion. The reaction mixture was allowed to warm to room temperature ov... Product: N[C@H]1[C@@H]2N(C(=C(CS2)/C=C/2\C(=C(C(O2)=O)C2=CC=CC=C2)C)C(=O)OC(C2=CC=CC=C2)C2=CC=CC=C2)C1=O (Diphenylmethyl 7β-Amino-3-(E-2,5-dihydro-4-methyl-2-oxo-3-phenylfuran-5-ylidenemethyl)ceph-3-em-4carboxylate), 1720(w). Reactants: CC(=O)[O-], Cc1cc(C(C)C)cc(C)c1N, Cl, Cl, Cl, [Cu+2], [K+], O=N[O-], NO, [Na+], [Na+], [Na+], O, O=S([O-])[O-], O=S(=O)([O-])[O-]. Product: Cc1cc(C(C)C)cc(C)c1C=O. As a reaction SMILES: [CH3:19][C:20]([O-:21])=[O:22].[CH3:6][c:7]1[c:8]([NH2:9])[c:10]([CH3:17])[cH:11][c:12]([CH:14]([CH3:15])[CH3:16])[cH:13]1.[ClH:23].[ClH:33].[ClH:5].[Cu+2:39].[K+:18].[N:1]([O-:2])=[O:3].[NH2:24][OH:25].[Na+:30].[Na+:31].[Na+:4].[OH2:32].[S:26]([O-:27])([O-:28])=[O:29].[S:34]([O-:35])([O-:36])(=[O:37])=[O:38]>>[CH3:6][c:7]1[c:8]([CH:20]=[O:21])[c:10]([CH3:17])[cH:11][c:12]([CH:14]([CH3:15])[CH3:16])[cH:13]1. Starting materials: Cc1ccc(Br)nc1, C1CCOC1, [Li]CCCC, CC#N. Reaction SMILES: [Br:9][c:10]1[n:11][cH:12][c:13]([CH3:16])[cH:14][cH:15]1.[CH2:17]1[O:18][CH2:19][CH2:20][CH2:21]1.[CH2:4]([Li:5])[CH2:6][CH2:7][CH3:8].[CH3:1][C:2]#[N:3]>>[CH2:1]([C:2]#[N:3])[c:10]1[n:11][cH:12][c:13]([CH3:16])[cH:14][cH:15]1. The product is Cc1ccc(CC#N)nc1. Starting materials: CC(=O)O[BH-](OC(C)=O)OC(C)=O, CO, CC(=O)O, Cc1cc(C=O)ccc1Oc1ccc(C#N)cn1, ClCCCl, Cl, N, [Na+], c1ccc(C2CCCNC2)cc1. The product is Cc1cc(CN2CCCC(c3ccccc3)C2)ccc1Oc1ccc(C#N)cn1. Reaction SMILES: [C:35]([O:36][BH-:37]([O:38][C:39](=[O:40])[CH3:41])[O:42][C:43](=[O:44])[CH3:45])(=[O:46])[CH3:47].[CH3:14][OH:15].[CH3:49][C:50](=[O:51])[OH:52].[CH:17](=[O:18])[c:19]1[cH:20][c:21]([CH3:34])[c:22]([O:23][c:24]2[n:25][cH:26][c:27]([C:28]#[N:29])[cH:30][cH:31]2)[cH:32][cH:33]1.[Cl:53][CH2:54][CH2:55][Cl:56].[ClH:1].[NH3:16].[Na+:48].[c:2]1([CH:8]2[CH2:9][NH:10][CH2:11][CH2:12][CH2:13]2)[cH:3][cH:4][cH:5][cH:6][cH:7]1>>[c:2]1([CH:8]2[CH2:9][N:10]([CH2:17][c:19]3[cH:20][c:21]([CH3:34])[c:22]([O:23][c:24]4[n:25][cH:26][c:27]([C:28]#[N:29])[cH:30][cH:31]4)[cH:32][cH:33]3)[CH2:11][CH2:12][CH2:13]2)[cH:3][cH:4][cH:5][cH:6][cH:7]1.